From a dataset of the Open Reaction Database (ORD), a public repository of structured organic reaction records. describe an organic reaction: reactants, conditions, products, and yield Reaction SMILES: [CH2:28]1[O:29][CH2:30][CH2:31][CH2:32]1.[CH3:33][CH2:34][CH2:35][CH2:36][CH2:37][CH3:38].[CH3:39][CH2:40][O:41][C:42]([CH3:43])=[O:44].[Cl-:26].[Cl:1][Mg:2][c:3]1[cH:4][cH:5][cH:6][cH:7][cH:8]1.[N+:9](=[O:10])([O-:11])[c:12]1[c:13]([I:18])[cH:14][cH:15][cH:16][cH:17]1.[NH4+:27].[O:19]=[C:20]1[CH2:21][CH2:22][CH2:23][CH2:24][CH2:25]1>>[N+:9](=[O:10])([O-:11])[c:12]1[c:13]([C:20]2([OH:19])[CH2:21][CH2:22][CH2:23][CH2:24][CH2:25]2)[cH:14][cH:15][cH:16][cH:17]1. The product is O=[N+]([O-])c1ccccc1C1(O)CCCCC1. Starting materials: C1CCOC1, CCCCCC, CCOC(C)=O, [Cl-], Cl[Mg]c1ccccc1, O=[N+]([O-])c1ccccc1I, [NH4+], O=C1CCCCC1. Procedure details: To a stirred solution of 2-(3,4-dichlorobenzyl)-1,3-dioxo-1,2,3,4-tetrahydropyrrolo[1,2-a]pyrazine-4-carboxylic acid benzyl ester (9.4 g) in anhydrous dimethylformamide (40 ml) was added portionwise sodium hydride (63% dispersion in mineral oil, 0.7 g) under ice cooling, while a stream of nitrogen was passed over the mixture. The resulting mixture was stirred at 25° C. for 1 hour and thereto was added tert-butyl bromoacetate (4.3 g). The mixture was stirred at 25° C. for 15 hours, poured into wa... Conditions: temperature 25 celsius, time 1 hour. The product is C(C)(C)(C)OC(CC1(C(N(C(C=2N1C=CC2)=O)CC2=CC(=C(C=C2)Cl)Cl)=O)C(=O)OCC2=CC=CC=C2)=O (4-benzyloxycarbonyl-2-(3,4-dichlorobenzyl)-1,3-dioxo-1,2,3,4-tetrahydropyrrolo[1,2-a]pyrazine-4-acetic acid tert-butyl ester). As a reaction SMILES: [CH2:1]([O:8][C:9]([CH:11]1[N:16]2[CH:17]=[CH:18][CH:19]=[C:15]2[C:14](=[O:20])[N:13]([CH2:21][C:22]2[CH:27]=[CH:26][C:25]([Cl:28])=[C:24]([Cl:29])[CH:23]=2)[C:12]1=[O:30])=[O:10])[C:2]1[CH:7]=[CH:6][CH:5]=[CH:4][CH:3]=1.[H-].[Na+].Br[CH2:34][C:35]([O:37][C:38]([CH3:41])([CH3:40])[CH3:39])=[O:36].O>CN(C)C=O>[C:38]([O:37][C:35](=[O:36])[CH2:34][C:11]1([C:9]([O:8][CH2:1][C:2]2[CH:7]=[CH:6][CH:5]=[CH:4][CH:3]=2)=[O:10])[N:16]2[CH:17]=[CH:18][CH:19]=[C:15]2[C:14](=[O:20])[N:13]([CH2:21][C:22]2[CH:27]=[CH:26][C:25]([Cl:28])=[C:24]([Cl:29])[CH:23]=2)[C:12]1=[O:30])([CH3:41])([CH3:40])[CH3:39] |f:1.2|. Yield: 77.8%. Solvent: CN(C=O)C (dimethylformamide). The reactants are C(C1=CC=CC=C1)OC(=O)C1C(N(C(C=2N1C=CC2)=O)CC2=CC(=C(C=C2)Cl)Cl)=O (2-(3,4-dichlorobenzyl)-1,3-dioxo-1,2,3,4-tetrahydropyrrolo[1,2-a]pyrazine-4-carboxylic acid benzyl ester), [H-].[Na+] (sodium hydride), O (water), BrCC(=O)OC(C)(C)C (tert-butyl bromoacetate). The reactants are COCCl, CC1CNC(=O)CO1, [H-], [Na+], C1CCOC1. Product: COCN1CC(C)OCC1=O. As a reaction SMILES: [CH3:11][O:12][CH2:13][Cl:14].[CH3:3][CH:4]1[CH2:5][NH:6][C:7](=[O:10])[CH2:8][O:9]1.[H-:1].[Na+:2].[O:15]1[CH2:16][CH2:17][CH2:18][CH2:19]1>>[CH3:3][CH:4]1[CH2:5][N:6]([CH2:13][O:12][CH3:11])[C:7](=[O:10])[CH2:8][O:9]1. Procedure: To a solution of 1 g of 3-(2,6-dichlorophenyl)-5-methoxycarbonyl-1,2,4-oxadiazole in 5 ml of toluene, was added 0.4 g of cyclohexylamine at room temperature. Starting materials: ClC1=C(C(=CC=C1)Cl)C1=NOC(=N1)C(=O)OC (3-(2,6-dichlorophenyl)-5-methoxycarbonyl-1,2,4-oxadiazole), C1(CCCCC1)N (cyclohexylamine). RXN SMILES: [Cl:1][C:2]1[CH:7]=[CH:6][CH:5]=[C:4]([Cl:8])[C:3]=1[C:9]1[N:13]=[C:12]([C:14]([O:16]C)=O)[O:11][N:10]=1.[CH:18]1([NH2:24])[CH2:23][CH2:22][CH2:21][CH2:20][CH2:19]1>C1(C)C=CC=CC=1>[Cl:8][C:4]1[CH:5]=[CH:6][CH:7]=[C:2]([Cl:1])[C:3]=1[C:9]1[N:13]=[C:12]([C:14](=[O:16])[NH:24][CH:18]2[CH2:23][CH2:22][CH2:21][CH2:20][CH2:19]2)[O:11][N:10]=1. Solvent: C1(=CC=CC=C1)C (toluene). Yields the product ClC1=C(C(=CC=C1)Cl)C1=NOC(=N1)C(NC1CCCCC1)=O (3-(2,6-dichlorophenyl)-5-cyclohexylcarbamoyl-1,2,4-oxadiazole). The reactants are CCCCN=C=O, CC(C)(N)C(=O)O, [Na+], [OH-]. Yields the product CCCCN1C(=O)NC(C)(C)C1=O. As a reaction SMILES: [CH3:1][CH2:2][CH2:3][CH2:4][N:5]=[C:6]=[O:7].[NH2:8][C:9]([C:10](=[O:11])[OH:12])([CH3:13])[CH3:14].[Na+:16].[OH-:15]>>[CH3:1][CH2:2][CH2:3][CH2:4][N:5]1[C:6](=[O:7])[NH:8][C:9]([CH3:13])([CH3:14])[C:10]1=[O:11]. Reactants: ClC=1C=C(C(CBr)=O)C=CC1 (3-chlorophenacylbromide), COC=1C=C(C=CC1N1C=NC(=C1)C)NC(=S)N ([3-methoxy-4-(4-methyl-imidazol-1-yl)-phenyl]-thiourea). Solvent: C(Cl)Cl.C(C)OCC.C(C)O (methylene chloride diethyl ether ethanol). Product: ClC=1C=C(C=CC1)C=1N=C(SC1)NC1=CC(=C(C=C1)N1C=NC(=C1)C)OC ([4-(3-chloro-phenyl)-thiazol-2-yl]-[3-methoxy-4-(4-methyl-imidazol-1-yl)-phenyl]-amine). Yield: 99.1%. Reaction SMILES: [Cl:1][C:2]1[CH:3]=[C:4]([CH:9]=[CH:10][CH:11]=1)[C:5](=O)[CH2:6]Br.[CH3:12][O:13][C:14]1[CH:15]=[C:16]([NH:26][C:27]([NH2:29])=[S:28])[CH:17]=[CH:18][C:19]=1[N:20]1[CH:24]=[C:23]([CH3:25])[N:22]=[CH:21]1>C(Cl)Cl.C(OCC)C.C(O)C>[Cl:1][C:2]1[CH:3]=[C:4]([C:5]2[N:29]=[C:27]([NH:26][C:16]3[CH:17]=[CH:18][C:19]([N:20]4[CH:24]=[C:23]([CH3:25])[N:22]=[CH:21]4)=[C:14]([O:13][CH3:12])[CH:15]=3)[S:28][CH:6]=2)[CH:9]=[CH:10][CH:11]=1 |f:2.3.4|. Procedure: The title compound was prepared in analogy to example 1 step e) from 77 mg (0.33 mmol) 3-chlorophenacylbromide and 79 mg (0.3 mmol) [3-methoxy-4-(4-methyl-imidazol-1-yl)-phenyl]-thiourea. The solvent was evaporated under reduced pressure and the crude reaction was stirred with methylene chloride/diethyl ether/ethanol for 15 minutes at room temperature. The product was filtered off and dried to yield 118 mg (100%) [4-(3-chloro-phenyl)-thiazol-2-yl]-[3-methoxy-4-(4-methyl-imidazol-1-yl)-phenyl]-am... Reactants: NC1=NOC(=N1)C=1SC=CC1Cl (3-amino-5-(3-chloro-2-thienyl)-1,2,4-oxadiazole), ClC1=CC=C(C=O)C=C1 (4-chlorobenzaldehyde). Run in C1(=CC=CC=C1)C (toluene). Product: ClC1=CC=C(C=NC2=NOC(=N2)C=2SC=CC2Cl)C=C1 ((4-chloro-benzylidene)-[5-(3-chloro-thiophen-2-yl)-[1,2,4]-oxadiazol-3-yl]-amine). As a reaction SMILES: [NH2:1][C:2]1[N:6]=[C:5]([C:7]2[S:8][CH:9]=[CH:10][C:11]=2[Cl:12])[O:4][N:3]=1.[Cl:13][C:14]1[CH:21]=[CH:20][C:17]([CH:18]=O)=[CH:16][CH:15]=1>C1(C)C=CC=CC=1>[Cl:13][C:14]1[CH:21]=[CH:20][C:17]([CH:18]=[N:1][C:2]2[N:6]=[C:5]([C:7]3[S:8][CH:9]=[CH:10][C:11]=3[Cl:12])[O:4][N:3]=2)=[CH:16][CH:15]=1. Reported procedure: Compounds of this invention with a linker between middle ring and Ar2 may be prepared as illustrated by the exemplary reaction in Scheme 11. Reaction of 3-chloro-thiophene-2-carbonyl chloride with cyanamide produces N-cyano-3-chloro-thiophene-2-carboxylic acid amide, followed by treating with hydroxyamine to give 3-amino-5-(3-chloro-2-thienyl)-1,2,4-oxadiazole. The amine was refluxed with 4-chlorobenzaldehyde in toluene to produce (4-chloro-benzylidene)-[5-(3-chloro-thiophen-2-yl)-[1,2,4]-oxadia... Starting materials: ( 3 ), C(C1=CC=CC=C1)(=O)C1=NC(=C2N1CCC2C(=O)O)Br (3-benzoyl-1-bromo-6,7-dihydro-5H-pyrrolo[1,2-c]imidazole-7-carboxylic acid), [O-2].[Mg+2] (magnesium oxide), [H][H] (hydrogen), [OH-].[Na+] (sodium hydroxide), Cl (hydrochloric acid). Reagents/catalysts: [Pd] (palladium/carbon). The solvent is O.CO (water methanol), O (water). Product: C(C1=CC=CC=C1)(=O)C1=NC=C2N1CCC2C(=O)O (3-benzoyl-6,7-dihydro-5H-pyrrolo[1,2-c]imidazole-7-carboxylic acid). RXN SMILES: [C:1]([C:9]1[N:13]2[CH2:14][CH2:15][CH:16]([C:17]([OH:19])=[O:18])[C:12]2=[C:11](Br)[N:10]=1)(=[O:8])[C:2]1[CH:7]=[CH:6][CH:5]=[CH:4][CH:3]=1.[OH-].[Na+].[O-2].[Mg+2].[H][H].Cl>O.CO.[Pd].O>[C:1]([C:9]1[N:13]2[CH2:14][CH2:15][CH:16]([C:17]([OH:19])=[O:18])[C:12]2=[CH:11][N:10]=1)(=[O:8])[C:2]1[CH:3]=[CH:4][CH:5]=[CH:6][CH:7]=1 |f:1.2,3.4,7.8|. Procedure details: Three (3) grams of 3-benzoyl-1-bromo-6,7-dihydro-5H-pyrrolo[1,2-c]imidazole-7-carboxylic acid were dissolved in 200 ml of a 50% water/methanol mixed liquid, containing 0.7 g of sodium hydroxide incorporated with 1.5 g of magnesium oxide and 0.6 g of 5% palladium/carbon and then agitated to the extent that absorption of the hydrogen gas is stopped (about 4 hours). After the end of the reaction, the reaction mixture was filtered and washed several times with water and methanol. The filtrate was co... The reactants are N(=[N+]=[N-])CCC=1N=C(SC1C)C1=CC=CC=C1 (4-(2-Azidoethyl)-5-methyl-2-phenylthiazole), C1(=CC=CC=C1)P(C1=CC=CC=C1)C1=CC=CC=C1 (triphenylphosphine), semisolid. Reagents/catalysts: O (water). Conditions: time 8 hour. The product is CC1=C(N=C(S1)C1=CC=CC=C1)CCN (2-(5-Methyl-2-phenylthiazol-4-yl)ethanamine). Reaction SMILES: [N:1]([CH2:4][CH2:5][C:6]1[N:7]=[C:8]([C:12]2[CH:17]=[CH:16][CH:15]=[CH:14][CH:13]=2)[S:9][C:10]=1[CH3:11])=[N+]=[N-].C1(P(C2C=CC=CC=2)C2C=CC=CC=2)C=CC=CC=1>O>[CH3:11][C:10]1[S:9][C:8]([C:12]2[CH:17]=[CH:16][CH:15]=[CH:14][CH:13]=2)=[N:7][C:6]=1[CH2:5][CH2:4][NH2:1]. Reported procedure: 4-(2-Azidoethyl)-5-methyl-2-phenylthiazole (104 mg, 426 μmol) was combined with triphenylphosphine (123 mg, 468 μmol) and water (1 drop, 4 μL, 222 μmol) at RT. The reaction mixture was stirred at RT overnight and the solvent was removed in vacuo to give a light brown residue. The product was obtained after purification by flash chromatography (using silica gel and a 1M ammonia in methanol/dichloromethane gradient) as colorless semisolid (72.3 mg, 331 μmol, 77.8%). RXN SMILES: [C:23](=[O:24])([c:25]1[nH:26][cH:27][cH:28][n:29]1)[c:30]1[nH:31][cH:32][cH:33][n:34]1.[CH3:53][N:54]([CH3:55])[CH:56]=[O:57].[F:35][c:36]1[cH:37][cH:38][cH:39][c:40]2[c:45]1[NH:44][C:43](=[O:46])[N:42]([CH:47]1[CH2:48][CH2:49][NH:50][CH2:51][CH2:52]1)[CH2:41]2.[n:1]1[n:2][c:3]([CH:10]([CH2:11][c:12]2[cH:13][c:14]3[cH:15][n:16][nH:17][c:18]3[c:19]([CH3:21])[cH:20]2)[NH2:22])[n:4]2[c:5]1[cH:6][cH:7][cH:8][cH:9]2>>[n:1]1[n:2][c:3]([CH:10]([CH2:11][c:12]2[cH:13][c:14]3[cH:15][n:16][nH:17][c:18]3[c:19]([CH3:21])[cH:20]2)[NH:22][C:23](=[O:24])[N:50]2[CH2:49][CH2:48][CH:47]([N:42]3[CH2:41][c:40]4[cH:39][cH:38][cH:37][c:36]([F:35])[c:45]4[NH:44][C:43]3=[O:46])[CH2:52][CH2:51]2)[n:4]2[c:5]1[cH:6][cH:7][cH:8][cH:9]2. Yields the product Cc1cc(CC(NC(=O)N2CCC(N3Cc4cccc(F)c4NC3=O)CC2)c2nnc3ccccn23)cc2cn[nH]c12. Starting materials: O=C(c1ncc[nH]1)c1ncc[nH]1, CN(C)C=O, O=C1Nc2c(F)cccc2CN1C1CCNCC1, Cc1cc(CC(N)c2nnc3ccccn23)cc2cn[nH]c12.